From a dataset of the Open Reaction Database (ORD), a public repository of structured organic reaction records. describe an organic reaction: reactants, conditions, products, and yield The reactants are B, Cc1ccccc1, ClCCl, N#CCCCCCCN1C(=O)SCC1C=CC(=O)Cc1ccccc1, Oc1ccccc1O. The product is N#CCCCCCCN1C(=O)SCC1C=CC(O)Cc1ccccc1. RXN SMILES: [BH3:33].[CH3:26][c:27]1[cH:28][cH:29][cH:30][cH:31][cH:32]1.[Cl:42][CH2:43][Cl:44].[O:1]=[C:2]1[S:3][CH2:4][CH:5]([CH:15]=[CH:16][C:17]([CH2:18][c:19]2[cH:20][cH:21][cH:22][cH:23][cH:24]2)=[O:25])[N:6]1[CH2:7][CH2:8][CH2:9][CH2:10][CH2:11][CH2:12][C:13]#[N:14].[c:34]1([OH:41])[c:35]([OH:40])[cH:36][cH:37][cH:38][cH:39]1>>[O:1]=[C:2]1[S:3][CH2:4][CH:5]([CH:15]=[CH:16][CH:17]([CH2:18][c:19]2[cH:20][cH:21][cH:22][cH:23][cH:24]2)[OH:25])[N:6]1[CH2:7][CH2:8][CH2:9][CH2:10][CH2:11][CH2:12][C:13]#[N:14]. The reactants are diisopropyl azidocarboxylate, C(C)(C)(C)OC(=O)N1C(CC(C1)O)C(NC1(C(C1)C=C)C(=O)OCC)=O (2-(1-Ethoxycarbonyl-2-vinyl-cyclopropylcarbamoyl)-4-hydroxy-pyrrolidine-1-carboxylic acid tert-butyl ester), [N+](=O)([O-])C1=CC=C(C(=O)O)C=C1 (4-nitrobenzoic acid), C1=CC=C(C=C1)P(C2=CC=CC=C2)C3=CC=CC=C3 (PPh3). Solvent: C1CCOC1 (THF). Product: C(C)(C)(C)OC(=O)N1C(CC(C1)OC(C1=CC=C(C=C1)[N+](=O)[O-])=O)C(NC1(C(C1)C=C)C(=O)OCC)=O (2-(1-Ethoxycarbonyl-2-vinyl-cyclopropylcarbamoyl)-4-(4-nitro-benzoyloxy)-pyrrolidine-1-carboxylic acid tert-butyl ester). The yield is 72.2%. RXN SMILES: [C:1]([O:5][C:6]([N:8]1[CH2:12][CH:11]([OH:13])[CH2:10][CH:9]1[C:14](=[O:26])[NH:15][C:16]1([C:21]([O:23][CH2:24][CH3:25])=[O:22])[CH2:18][CH:17]1[CH:19]=[CH2:20])=[O:7])([CH3:4])([CH3:3])[CH3:2].[N+:27]([C:30]1[CH:38]=[CH:37][C:33]([C:34](O)=[O:35])=[CH:32][CH:31]=1)([O-:29])=[O:28].C1C=CC(P(C2C=CC=CC=2)C2C=CC=CC=2)=CC=1>C1COCC1>[C:1]([O:5][C:6]([N:8]1[CH2:12][CH:11]([O:13][C:34](=[O:35])[C:33]2[CH:32]=[CH:31][C:30]([N+:27]([O-:29])=[O:28])=[CH:38][CH:37]=2)[CH2:10][CH:9]1[C:14](=[O:26])[NH:15][C:16]1([C:21]([O:23][CH2:24][CH3:25])=[O:22])[CH2:18][CH:17]1[CH:19]=[CH2:20])=[O:7])([CH3:4])([CH3:2])[CH3:3]. Procedure details: Compound 132 (6.13 g, 16.6 mmol), 4-nitrobenzoic acid (4.17 g, 25 mmol) and PPh3 (6.55 g, 25 mmol) was dissolved in THF (130 ml). The solution was cooled to ˜0° and diisopropyl azidocarboxylate (5.1 g, 25 mmol) was added slowly. The cooling was then removed and the mixture was left over-night at ambient condition. Aqueous sodium hydrogen carbonate (60 ml) was added and the mixture was extracted with dichloromethane. Purification by flash chromatography (pentane-ether, 2:1→pentane-ether, 1:2→2% m... Starting materials: C1(=CC=CC=C1)C(CNC1=C2N=CN(C2=NC(=N1)C(=O)OC)[C@@H]1O[C@@H]([C@H]([C@H]1O)O)C(=O)NCC)C1=CC=CC=C1 (methyl 6-[(2,2-diphenylethyl)amino]-9-{(2R,3R,4S,5S)-5-[(ethylamino)carbonyl]-3,4-dihydroxytetrahydro-2-furanyl}-9H-purine-2-carboxylate), NCCCN (1,3-diaminopropane). The solvent is ClCCl (dichloromethane). Conditions: temperature 100 celsius. Yields the product NCCCNC(=O)C1=NC(=C2N=CN(C2=N1)[C@@H]1O[C@@H]([C@H]([C@H]1O)O)C(=O)NCC)NCC(C1=CC=CC=C1)C1=CC=CC=C1 (N-(3-Aminopropyl)-6-[(2,2-diphenylethyl)amino]-9-{(2R,3R,4S,5S)-5-[(ethylamino)carbonyl]-3,4-dihydroxytetrahydro-2-furanyl}-9H-purine-2-carboxamide). Isolated yield 58.4%. RXN SMILES: [C:1]1([CH:7]([C:35]2[CH:40]=[CH:39][CH:38]=[CH:37][CH:36]=2)[CH2:8][NH:9][C:10]2[N:18]=[C:17]([C:19]([O:21]C)=O)[N:16]=[C:15]3[C:11]=2[N:12]=[CH:13][N:14]3[C@H:23]2[C@H:27]([OH:28])[C@H:26]([OH:29])[C@@H:25]([C:30]([NH:32][CH2:33][CH3:34])=[O:31])[O:24]2)[CH:6]=[CH:5][CH:4]=[CH:3][CH:2]=1.[NH2:41][CH2:42][CH2:43][CH2:44][NH2:45]>ClCCl>[NH2:41][CH2:42][CH2:43][CH2:44][NH:45][C:19]([C:17]1[N:16]=[C:15]2[C:11]([N:12]=[CH:13][N:14]2[C@H:23]2[C@H:27]([OH:28])[C@H:26]([OH:29])[C@@H:25]([C:30]([NH:32][CH2:33][CH3:34])=[O:31])[O:24]2)=[C:10]([NH:9][CH2:8][CH:7]([C:35]2[CH:40]=[CH:39][CH:38]=[CH:37][CH:36]=2)[C:1]2[CH:2]=[CH:3][CH:4]=[CH:5][CH:6]=2)[N:18]=1)=[O:21]. Procedure: A mixture of methyl 6-[(2,2-diphenylethyl)amino]-9-{(2R,3R,4S,5S)-5-[(ethylamino)carbonyl]-3,4-dihydroxytetrahydro-2-furanyl}-9H-purine-2-carboxylate (Preparation 9) (0.35 g, 0.64 mmol) and 1,3-diaminopropane (0.45 g, 6.1 mmol) was heated at 100° C. for 3 hours. The mixture was dissolved in a little dichloromethane and purified by column chromatography on silica gel eluting with a gradient system of dichloromethane:methanol:concentrated aqueous ammonia (80:20:1.2, by volume) changing to dichloro... Starting materials: O=C(C=P(c1ccccc1)(c1ccccc1)c1ccccc1)OCc1ccccc1, C1CCOC1, CC1(C=O)SC2CC(=O)N2C1C(=O)OC(c1ccccc1)c1ccccc1. Product: CC1(C=CC(=O)OCc2ccccc2)SC2CC(=O)N2C1C(=O)OC(c1ccccc1)c1ccccc1. RXN SMILES: [CH2:28]([c:29]1[cH:30][cH:31][cH:32][cH:33][cH:34]1)[O:35][C:36](=[O:37])[CH:38]=[P:39]([c:40]1[cH:41][cH:42][cH:43][cH:44][cH:45]1)([c:46]1[cH:47][cH:48][cH:49][cH:50][cH:51]1)[c:52]1[cH:53][cH:54][cH:55][cH:56][cH:57]1.[CH2:58]1[O:59][CH2:60][CH2:61][CH2:62]1.[CH:1](=[O:2])[C:3]1([CH3:27])[CH:4]([C:11](=[O:12])[O:13][CH:14]([c:15]2[cH:16][cH:17][cH:18][cH:19][cH:20]2)[c:21]2[cH:22][cH:23][cH:24][cH:25][cH:26]2)[N:5]2[C:6](=[O:10])[CH2:7][CH:8]2[S:9]1>>[CH:1]([C:3]1([CH3:27])[CH:4]([C:11](=[O:12])[O:13][CH:14]([c:15]2[cH:16][cH:17][cH:18][cH:19][cH:20]2)[c:21]2[cH:22][cH:23][cH:24][cH:25][cH:26]2)[N:5]2[C:6](=[O:10])[CH2:7][CH:8]2[S:9]1)=[CH:38][C:36]([O:35][CH2:28][c:29]1[cH:30][cH:31][cH:32][cH:33][cH:34]1)=[O:37].